From a dataset of the Open Reaction Database (ORD), a public repository of structured organic reaction records. describe an organic reaction: reactants, conditions, products, and yield Yield: 86.2%. Reaction conditions: time 12 hour. The solvent is CO (methanol), CCOCC (ether). Yields the product O[C@H](CCCCN1C(=O)N(C=2N=CN(C2C1=O)CC1=CC=CC=C1)C)C ((S)-1-(5-hydroxyhexyl)-7-benzyl-3-methylxanthine). Starting materials: C(C)(=O)O[C@H](CCCCN1C(=O)N(C=2N=CN(C2C1=O)CC1=CC=CC=C1)C)C ((S)-1-(5-acetoxyhexyl)-7-benzyl-3-methylxanthine), Cl (hydrogen chloride). Reported procedure: A solution of (S)-1-(5-acetoxyhexyl)-7-benzyl-3-methylxanthine (350 mg) in methanol (10 ml) was treated with 1 M hydrogen chloride in ether (5 ml). After stirring at room temperature for 12 hours, the solvent was evaporated under reduced pressure. The residue was dissolved in dichloromethane (100 ml). The solution was washed with saturated aqueous sodium bicarbonate solution (30 ml), dried over anhydrous magnesium sulfate and concentrated under reduced pressure to give (S)-1-(5-hydroxyhexyl)-7-b... RXN SMILES: C([O:4][C@@H:5]([CH3:29])[CH2:6][CH2:7][CH2:8][CH2:9][N:10]1[C:19](=[O:20])[C:18]2[N:17]([CH2:21][C:22]3[CH:27]=[CH:26][CH:25]=[CH:24][CH:23]=3)[CH:16]=[N:15][C:14]=2[N:13]([CH3:28])[C:11]1=[O:12])(=O)C.Cl>CO.CCOCC>[OH:4][C@@H:5]([CH3:29])[CH2:6][CH2:7][CH2:8][CH2:9][N:10]1[C:19](=[O:20])[C:18]2[N:17]([CH2:21][C:22]3[CH:27]=[CH:26][CH:25]=[CH:24][CH:23]=3)[CH:16]=[N:15][C:14]=2[N:13]([CH3:28])[C:11]1=[O:12].